describe an organic reaction: reactants, conditions, products, and yield From a dataset of the Open Reaction Database (ORD), a public repository of structured organic reaction records. Reactants: C, COc1cc(O)c2c(=O)[nH]c(-c3cc(C)c(OCc4ccccc4)c(C)c3)nc2c1, O=C[O-], [NH4+], CN(C)C=O, [Pd]. Yields the product COc1cc(O)c2c(=O)[nH]c(-c3cc(C)c(O)c(C)c3)nc2c1. Reaction SMILES: [C:40].[CH2:5]([c:6]1[cH:7][cH:8][cH:9][cH:10][cH:11]1)[O:12][c:13]1[c:14]([CH3:34])[cH:15][c:16](-[c:20]2[n:21][c:22]3[cH:23][c:24]([O:32][CH3:33])[cH:25][c:26]([OH:31])[c:27]3[c:28](=[O:30])[nH:29]2)[cH:17][c:18]1[CH3:19].[CH:1]([O-:2])=[O:3].[NH4+:4].[O:35]=[CH:36][N:37]([CH3:38])[CH3:39].[Pd:41]>>[OH:12][c:13]1[c:14]([CH3:34])[cH:15][c:16](-[c:20]2[n:21][c:22]3[cH:23][c:24]([O:32][CH3:33])[cH:25][c:26]([OH:31])[c:27]3[c:28](=[O:30])[nH:29]2)[cH:17][c:18]1[CH3:19]. Starting materials: [F-].C(CCC)[N+](CCCC)(CCCC)CCCC.C1CCOC1 (Tetra-n-butylammonium fluoride THF), CSC=1N2C(SC1[Si](C)(C)C)=CN=C2 (3-methylthio-2-(trimethylsilyl)imidazo[5,1-b]-thiazole), C(C)(=O)OCC (Ethyl acetate). Solvent: [Cl-].[Na+].O (brine), C1CCOC1 (THF). Reaction conditions: time 15 minute. The product is CSC=1N2C(SC1)=CN=C2 (3-methylthioimidazo[5,1-b]thiazole). Isolated yield 96.4%. Reaction SMILES: [F-].C([N+](CCCC)(CCCC)CCCC)CCC.C1COCC1.[CH3:24][S:25][C:26]1[N:27]2[CH:37]=[N:36][CH:35]=[C:28]2[S:29][C:30]=1[Si](C)(C)C.C(OCC)(=O)C>C1COCC1.[Cl-].[Na+].O>[CH3:24][S:25][C:26]1[N:27]2[CH:37]=[N:36][CH:35]=[C:28]2[S:29][CH:30]=1 |f:0.1.2,6.7.8|. Procedure: A 1 M Tetra-n-butylammonium fluoride/THF solution (20.0 ml) was added in an argon atmosphere at room temperature to a solution of 3.87 g of 3-methylthio-2-(trimethylsilyl)imidazo[5,1-b]-thiazole in 70 ml of dry THF. The mixture was stirred at the same temperature for 15 min. Semi-saturated brine was added to the reaction mixture. Ethyl acetate was then added thereto, followed by washing with semi-saturated brine. The organic layer was dried over anhydrous magnesium sulfate. The solvent was remov... The reactants are FC(C(=O)NC1=CC(=C(C=C1)S(NC=1C=CC2=C(B(OC2)O)C1)(=O)=O)\C=C\1/C(OCC1)=O)(F)F ((Z)-2,2,2-Trifluoro-N-(4-(N-(1-hydroxy-1,3-dihydrobenzo[c][1,2]oxaborol-6-yl)sulfamoyl)-3-((2-oxodihydrofuran-3(2H)-ylidene)methyl)phenyl)acetamide). The reagents and catalysts are [Pd] (Pd/C). The solvent is CO (MeOH). Yields the product FC(C(=O)NC1=CC(=C(C=C1)S(NC=1C=CC2=C(B(OC2)O)C1)(=O)=O)CC1C(OCC1)=O)(F)F (2,2,2-trifluoro-N-(4-(N-(1-hydroxy-1,3-dihydrobenzo[c][1,2]oxaborol-6-yl)sulfamoyl)-3-((2-oxotetrahydrofuran-3-yl)methyl)phenyl)acetamide). RXN SMILES: [F:1][C:2]([F:34])([F:33])[C:3]([NH:5][C:6]1[CH:11]=[CH:10][C:9]([S:12](=[O:25])(=[O:24])[NH:13][C:14]2[CH:15]=[CH:16][C:17]3[CH2:21][O:20][B:19]([OH:22])[C:18]=3[CH:23]=2)=[C:8](/[CH:26]=[C:27]2\[C:28](=[O:32])[O:29][CH2:30][CH2:31]\2)[CH:7]=1)=[O:4]>CO.[Pd]>[F:34][C:2]([F:1])([F:33])[C:3]([NH:5][C:6]1[CH:11]=[CH:10][C:9]([S:12](=[O:25])(=[O:24])[NH:13][C:14]2[CH:15]=[CH:16][C:17]3[CH2:21][O:20][B:19]([OH:22])[C:18]=3[CH:23]=2)=[C:8]([CH2:26][CH:27]2[CH2:31][CH2:30][O:29][C:28]2=[O:32])[CH:7]=1)=[O:4]. Procedure: (Z)-2,2,2-Trifluoro-N-(4-(N-(1-hydroxy-1,3-dihydrobenzo[c][1,2]oxaborol-6-yl)sulfamoyl)-3-((2-oxodihydrofuran-3(2H)-ylidene)methyl)phenyl)acetamide (200 mg) was hydrogenated with Pd/C (10%, 50 mg) in MeOH (20 ml) at 30 psi for 2 hrs. The reaction mixture was filtered, concentrated in reduced pressure to dryness. The crude product was treated with DCM to give 2,2,2-trifluoro-N-(4-(N-(1-hydroxy-1,3-dihydrobenzo[c][1,2]oxaborol-6-yl)sulfamoyl)-3-((2-oxotetrahydrofuran-3-yl)methyl)phenyl)acetamide a... As a reaction SMILES: [CH2:7]([O:8][NH:9][C:16]([CH:17]([CH2:18][CH:19]([CH3:20])[CH3:21])[N:22]([CH2:23][c:24]1[cH:25][cH:26][cH:27][cH:28][cH:29]1)[P:30](=[O:31])([c:32]1[cH:33][cH:34][cH:35][cH:36][cH:37]1)[CH3:38])=[O:39])[c:10]1[cH:11][cH:12][cH:13][cH:14][cH:15]1.[CH3:1][CH2:2][CH2:3][CH2:4][CH2:5][CH3:6].[CH3:40][CH2:41][O:42][C:43](=[O:44])[CH3:45]>>[C:16]([CH:17]([CH2:18][CH:19]([CH3:20])[CH3:21])[N:22]([CH2:23][c:24]1[cH:25][cH:26][cH:27][cH:28][cH:29]1)[P:30](=[O:31])([c:32]1[cH:33][cH:34][cH:35][cH:36][cH:37]1)[CH3:38])([OH:39])=[O:42]. Yields the product CC(C)CC(C(=O)O)N(Cc1ccccc1)P(C)(=O)c1ccccc1. The reactants are CC(C)CC(C(=O)NOCc1ccccc1)N(Cc1ccccc1)P(C)(=O)c1ccccc1, CCCCCC, CCOC(C)=O. The reactants are CC1=NC=CC(=C1N)C (2,4-dimethylpyridin-3-amine), BrBr (bromine). Run in C(Cl)Cl (CH2Cl2), C(Cl)Cl (CH2Cl2). Yields the product BrC1=CC(=C(C(=N1)C)N)C (6-bromo-2,4-dimethylpyridin-3-amine). As a reaction SMILES: [CH3:1][C:2]1[C:7]([NH2:8])=[C:6]([CH3:9])[CH:5]=[CH:4][N:3]=1.[Br:10]Br>C(Cl)Cl>[Br:10][C:4]1[N:3]=[C:2]([CH3:1])[C:7]([NH2:8])=[C:6]([CH3:9])[CH:5]=1. Procedure details: To a solution of 2,4-dimethylpyridin-3-amine (2.0 g, 16 mmol) in CH2Cl2 (20 mL), was added a solution of bromine (3.16 g; 20 mmol) in CH2Cl2 (5 mL) at 0° C. for 5 min. The reaction was concentrated under vacuum. The reaction was poured into H2O (50 mL), extracted with CH2Cl2, washed with Na2SO3 solution, and dried over MgSO4. The CH2Cl2 was concentrated under vacuum to afford the crude compound. The crude was purified over SiO2 to afford to give 6-bromo-2,4-dimethylpyridin-3-amine. 1HNMR (CDCl3,... Starting materials: O=[N+]([O-])[O-].[O-][N+]([O-])=O.[O-][N+]([O-])=O.[O-][N+]([O-])=O.[O-][N+]([O-])=O.[O-][N+]([O-])=O.[Ce+4].[NH4+].[NH4+] (CAN), C(C)#N (acetonitrile), C(N)(=O)C1(CC2=C(C(=C(C(=C2C1)OC)OC)OC)OC)CCCCCCCC(=O)N (8-(2-carbamoyl-4,5,6,7-tetramethoxyindan-2-yl)octanamide). Solvent: O (water), O (Water). Reaction conditions: time 15 minute. Product: C(N)(=O)C1(CC=2C(C(=C(C(C2C1)=O)OC)OC)=O)CCCCCCCC(=O)N (8-(2-Carbamoyl-5,6-dimethoxy-4,7-dioxoindan-2-yl)octanamide). Isolated yield 36.6%. RXN SMILES: O=[N+]([O-])[O-].[O-][N+](=O)[O-].[O-][N+](=O)[O-].[O-][N+](=O)[O-].[O-][N+](=O)[O-].[O-][N+](=O)[O-].[Ce+4].[NH4+].[NH4+].C(#N)C.[C:31]([C:34]1([CH2:51][CH2:52][CH2:53][CH2:54][CH2:55][CH2:56][CH2:57][C:58]([NH2:60])=[O:59])[CH2:42][C:41]2[C:36](=[C:37]([O:49]C)[C:38]([O:47][CH3:48])=[C:39]([O:45][CH3:46])[C:40]=2[O:43]C)[CH2:35]1)(=[O:33])[NH2:32]>O>[C:31]([C:34]1([CH2:51][CH2:52][CH2:53][CH2:54][CH2:55][CH2:56][CH2:57][C:58]([NH2:60])=[O:59])[CH2:42][C:41]2[C:40](=[O:43])[C:39]([O:45][CH3:46])=[C:38]([O:47][CH3:48])[C:37](=[O:49])[C:36]=2[CH2:35]1)(=[O:33])[NH2:32] |f:0.1.2.3.4.5.6.7.8|. Procedure details: A water (1.0 ml) solution of CAN (334 mg, 0.610 mmols) was dropwise added to an acetonitrile (2.0 ml) solution of 8-(2-carbamoyl-4,5,6,7-tetramethoxyindan-2-yl)octanamide (103 mg, 0.244 mmols) with cooling with ice and stirring was continued for 15 minutes. Water was added to the reaction mixture, which was then extracted with ethyl acetate. The organic layer was washed with a saturated aqueous sodium chloride solution and then dried. The solvent was evaporated out in vacuo and the resulting cru... Product: BrC=1C=C(N)C=CC1C (3-bromo-4-methylaniline), oil. The reagents and catalysts are [Fe] (iron). Solvent: O (water), CO (methanol). Reactants: [Cl-].[NH4+] (ammonium chloride), BrC=1C=C(C=CC1C)[N+](=O)[O-] (3-bromo-4-methyl-1-nitrobenzene). Procedure details: To a suspension of iron (1.5 g, 27.6 mmol) and ammonium chloride (2.46 g, 46 mmol) in water (50 mL) was slowly added a solution of 3-bromo-4-methyl-1-nitrobenzene (1.0 g, 4.6 mmol) in methanol (25 mL). The resulting mixture was refluxed for 2 hours. The solids formed were filtered through celite while the reaction mixture was still hot, the solvent of the clear filtrate was then removed. The crude residue was redissolved in water, extracted with ethyl acetate and dried over anhydrous sodium sulf... Reaction SMILES: [Cl-].[NH4+].[Br:3][C:4]1[CH:5]=[C:6]([N+:11]([O-])=O)[CH:7]=[CH:8][C:9]=1[CH3:10]>O.CO.[Fe]>[Br:3][C:4]1[CH:5]=[C:6]([CH:7]=[CH:8][C:9]=1[CH3:10])[NH2:11] |f:0.1|.